describe an organic reaction: reactants, conditions, products, and yield From a dataset of the Open Reaction Database (ORD), a public repository of structured organic reaction records. Starting materials: ClC1=C(C=CC(=N1)C(=O)O)C(F)(F)F (6-chloro-5-(trifluoromethyl)picolinic acid), O1C(CCC1)CO ((tetrahydrofuran-2-yl)methanol), [OH-].[K+] (potassium hydroxide). Product: O1C(CCC1)COC1=C(C=CC(=N1)C(=O)O)C(F)(F)F (6-(Tetrahydro-furan-2-ylmethoxy)-5-trifluoromethyl-pyridine-2-carboxylic acid). As a reaction SMILES: Cl[C:2]1[N:7]=[C:6]([C:8]([OH:10])=[O:9])[CH:5]=[CH:4][C:3]=1[C:11]([F:14])([F:13])[F:12].[O:15]1[CH2:19][CH2:18][CH2:17][CH:16]1[CH2:20][OH:21].[OH-].[K+]>>[O:15]1[CH2:19][CH2:18][CH2:17][CH:16]1[CH2:20][O:21][C:2]1[N:7]=[C:6]([C:8]([OH:10])=[O:9])[CH:5]=[CH:4][C:3]=1[C:11]([F:14])([F:13])[F:12] |f:2.3|. Procedure details: In analogy to the procedure described in Example 4 a), 6-chloro-5-(trifluoromethyl)picolinic acid (CAN 855915-21-8) was reacted with (tetrahydrofuran-2-yl)methanol (CAN 97-99-4) in the presence of potassium hydroxide to yield the title compound as yellow solid; MS (EI): m/e=290.0 [MH+]. Reactants: ClC=1C=C2C(=CC=NC2=CC1)O (6-Chloro-4-hydroxyquinoline), C=O (formaldehyde). The solvent is [OH-].[Na+] (sodium hydroxide). Yields the product ClC=1C=C2C(=C(C=NC2=CC1)CO)O (6-chloro-4-hydroxy-3-hydroxymethylquinoline). Reaction SMILES: [Cl:1][C:2]1[CH:3]=[C:4]2[C:9](=[CH:10][CH:11]=1)[N:8]=[CH:7][CH:6]=[C:5]2[OH:12].[CH2:13]=[O:14]>[OH-].[Na+]>[Cl:1][C:2]1[CH:3]=[C:4]2[C:9](=[CH:10][CH:11]=1)[N:8]=[CH:7][C:6]([CH2:13][OH:14])=[C:5]2[OH:12] |f:2.3|. Reported procedure: 6-Chloro-4-hydroxyquinoline was reacted with formaldehyde in aqueous sodium hydroxide at 55° for 24 hours to give the novel compound 6-chloro-4-hydroxy-3-hydroxymethylquinoline, m.p. >300°. Reactants: ClC1=C(C=C2C(=N1)SC=C2)C(C)N2C(C1=CC=CC=C1C2=O)=O (2-(1-(6-chlorothieno[2,3-b]pyridin-5-yl)ethyl)isoindoline-1,3-dione), C(CCC)[Sn](C1=NC=CC=C1)(CCCC)CCCC (2-(tributylstannyl)pyridine). The reagents and catalysts are C=1C=CC(=CC1)[P](C=2C=CC=CC2)(C=3C=CC=CC3)[Pd]([P](C=4C=CC=CC4)(C=5C=CC=CC5)C=6C=CC=CC6)([P](C=7C=CC=CC7)(C=8C=CC=CC8)C=9C=CC=CC9)[P](C=1C=CC=CC1)(C=1C=CC=CC1)C=1C=CC=CC1 (tetrakis(triphenylphosphine)palladium(0)). Solvent: O1CCOCC1 (dioxane). Reaction conditions: temperature 100 celsius. The product is N1=C(C=CC=C1)C1=C(C=C2C(=N1)SC=C2)C(C)N2C(C1=CC=CC=C1C2=O)=O (2-(1-(6-(pyridin-2-yl)-thieno[2,3-b]pyridin-5-yl)ethyl)isoindoline-1,3-dione). As a reaction SMILES: Cl[C:2]1[N:7]=[C:6]2[S:8][CH:9]=[CH:10][C:5]2=[CH:4][C:3]=1[CH:11]([N:13]1[C:21](=[O:22])[C:20]2[C:15](=[CH:16][CH:17]=[CH:18][CH:19]=2)[C:14]1=[O:23])[CH3:12].C([Sn](CCCC)(CCCC)[C:29]1[CH:34]=[CH:33][CH:32]=[CH:31][N:30]=1)CCC>O1CCOCC1.C1C=CC([P]([Pd]([P](C2C=CC=CC=2)(C2C=CC=CC=2)C2C=CC=CC=2)([P](C2C=CC=CC=2)(C2C=CC=CC=2)C2C=CC=CC=2)[P](C2C=CC=CC=2)(C2C=CC=CC=2)C2C=CC=CC=2)(C2C=CC=CC=2)C2C=CC=CC=2)=CC=1>[N:30]1[CH:31]=[CH:32][CH:33]=[CH:34][C:29]=1[C:2]1[N:7]=[C:6]2[S:8][CH:9]=[CH:10][C:5]2=[CH:4][C:3]=1[CH:11]([N:13]1[C:21](=[O:22])[C:20]2[C:15](=[CH:16][CH:17]=[CH:18][CH:19]=2)[C:14]1=[O:23])[CH3:12] |^1:52,54,73,92|. Reported procedure: A mixture of 2-(1-(6-chlorothieno[2,3-b]pyridin-5-yl)ethyl)isoindoline-1,3-dione (300 mg, 0.875 mmol), 2-(tributylstannyl)pyridine (340 μL, 1.05 mmol, 1.2 eq) and tetrakis(triphenylphosphine)palladium(0) (101 mg, 0.0875 mmol, 0.1 eq) was dissolved in 10 mL of dioxane under nitrogen. The reaction was heated to 100° C. for 2 days, cooled to rt and concentrated in vacuo. Purification by column chromatography using ethyl acetate/hexanes afforded 2-(1-(6-(pyridin-2-yl)-thieno[2,3-b]pyridin-5-yl)ethyl... Reactants: OCCCCCCCC(=CCCCCC(=O)OC)C (methyl 14-hydroxy-7-methyl-tetradec-6-enoate), [OH-].[K+] (potassium hydroxide), ClC(C(C)O)O (chloropropane- 1,2-diol), C[O-].[Na+] (sodium methylate). Solvent: CO (methanol). Yields the product CC1=CCCCCC(OCCCCCCC1)=O (8-methyloxacyclopentadec-7-en-2-one). Yield: 39.2%. As a reaction SMILES: OC[CH2:3][CH2:4][CH2:5][CH2:6][CH2:7][CH2:8][C:9]([CH3:19])=[CH:10][CH2:11][CH2:12][CH2:13][CH2:14][C:15]([O:17][CH3:18])=[O:16].[OH-].[K+].ClC(O)C(O)C.C[O-].[Na+]>CO>[CH3:19][C:9]1[CH2:8][CH2:7][CH2:6][CH2:5][CH2:4][CH2:3][CH2:18][O:17][C:15](=[O:16])[CH2:14][CH2:13][CH2:12][CH2:11][CH:10]=1 |f:1.2,4.5|. Procedure: 84.5 g (0.31 mol) of methyl 14-hydroxy-7-methyl-tetradec-6-enoate, 21 g of 86 percent potassium hydroxide in 220 ml of methanol, 72 g of chloropropane- 1,2-diol and 9 ml of 5.4M methanolic sodium methylate solution were mixed according to the procedure in Example 6. The product was distilled (b.p. 114° C.) in a high vacuum (0.1 Torr) and subsequently chromatographed. 29 g (38%) of 8-methyloxacyclopentadec-7-en-2-one were obtained having the following characteristics, Z/E=60/40; Starting materials: COC=1C=C(C=CC1[N+](=O)[O-])CC(=O)O (2-(3-methoxy-4-nitrophenyl)acetic acid), CO (methanol). Reagents/catalysts: OS(=O)(=O)O (H2SO4). The product is COC=1C=C(C=CC1[N+](=O)[O-])CC(=O)OC (Methyl 2-(3-methoxy-4-nitrophenyl)acetate). The yield is 92.0%. RXN SMILES: [CH3:1][O:2][C:3]1[CH:4]=[C:5]([CH2:12][C:13]([OH:15])=[O:14])[CH:6]=[CH:7][C:8]=1[N+:9]([O-:11])=[O:10].[CH3:16]O>OS(O)(=O)=O>[CH3:1][O:2][C:3]1[CH:4]=[C:5]([CH2:12][C:13]([O:15][CH3:16])=[O:14])[CH:6]=[CH:7][C:8]=1[N+:9]([O-:11])=[O:10]. Procedure details: A solution of 2-(3-methoxy-4-nitrophenyl)acetic acid (4.6 g, 21.78 mmol) and concentrated H2SO4 (2 drops) in methanol (200 mL) was heated to reflux for 3 hours. The mixture was allowed to cool to room temperature then the solvents were removed under reduced pressure. The residue was partitioned between water (100 mL) and EtOAc (100 mL), then the separated organic layer was washed with sodium bicarbonate solution (100 mL), brine (200 mL), dried (Na2SO4) and evaporated under reduced pressure to gi... Reactants: CC1=CC=2C3=C(N(C2C=C1)CC(O)C1=CC=NC=C1)CCNC3 (2-(8-methyl-1,2,3,4-tetrahydro-pyrido[4,3-b]indol-5-yl)-1-pyridin-4-yl-ethanol), C([O-])([O-])=O.[K+].[K+] (potassium carbonate), ClCC(C)(O)C (1-chloro-2-methyl-propan-2-ol). Run in C(C)#N (acetonitrile), O (water). Reaction conditions: temperature 100 celsius, time 12 hour. Yields the product OC(CN1C2=C(C=3C=C(C=CC13)C)CN(CC2)CC(C)(O)C)C2=CC=NC=C2 (1-[5-(2-hydroxy-2-pyridin-4-yl-ethyl)-8-methyl-1,3,4,5-tetrahydro-pyrido[4,3-b]indol-2-yl]-2-methyl-propan-2-ol). Reaction SMILES: [CH3:1][C:2]1[CH:10]=[CH:9][C:8]2[N:7]([CH2:11][CH:12]([C:14]3[CH:19]=[CH:18][N:17]=[CH:16][CH:15]=3)[OH:13])[C:6]3[CH2:20][CH2:21][NH:22][CH2:23][C:5]=3[C:4]=2[CH:3]=1.C(=O)([O-])[O-].[K+].[K+].Cl[CH2:31][C:32]([CH3:35])([OH:34])[CH3:33]>C(#N)C.O>[OH:13][CH:12]([C:14]1[CH:19]=[CH:18][N:17]=[CH:16][CH:15]=1)[CH2:11][N:7]1[C:8]2[CH:9]=[CH:10][C:2]([CH3:1])=[CH:3][C:4]=2[C:5]2[CH2:23][N:22]([CH2:31][C:32]([CH3:35])([OH:34])[CH3:33])[CH2:21][CH2:20][C:6]1=2 |f:1.2.3|. Procedure details: To a solution of 2-(8-methyl-1,2,3,4-tetrahydro-pyrido[4,3-b]indol-5-yl)-1-pyridin-4-yl-ethanol (200 mg, 0.651 mmol) in acetonitrile (4 mL), potassium carbonate (270 mg, 1.95 mmol) and 1-chloro-2-methyl-propan-2-ol (105 mg, 0.977 mmol) were added and the reaction mixture was stirred at 100° C. for 12 h. The reaction mixture was diluted with water (10 mL) and extracted with EtOAc (3×20 mL). The combined organic layer was dried over anhydrous sodium sulfate and concentrated under reduced pressure.... Reactants: ClC1=C(C=CC=C1)CC=1C(N)=CC=CC1 (α-(0-chlorophenyl)-0-toluidine), C(OC)(OC)OC (trimethyl orthoformate), NCC=O (aminoacetaldehyde), dimethyl acetal. The solvent is C(OC)COC (monoglyme). Reported procedure: In the manner given in Example 1, α-(0-chlorophenyl)-0-toluidine is reacted first with trimethyl orthoformate; the resulting product is reacted with aminoacetaldehyde, dimethyl acetal, and the resulting product of this reaction is heated with titanium tetrachloride in monoglyme to give 1-[α-(0-chlorophenyl)-0-tolyl]imidazole. Yields the product ClC1=C(C=CC=C1)CC1=C(C=CC=C1)N1C=NC=C1 (1-[α-(0-chlorophenyl)-0-tolyl]imidazole). Reaction SMILES: [Cl:1][C:2]1[CH:7]=[CH:6][CH:5]=[CH:4][C:3]=1[CH2:8][C:9]1[C:10](=[CH:12][CH:13]=[CH:14][CH:15]=1)[NH2:11].[CH:16](OC)(OC)OC.[NH2:23][CH2:24][CH:25]=O>C(COC)OC.[Ti](Cl)(Cl)(Cl)Cl>[Cl:1][C:2]1[CH:7]=[CH:6][CH:5]=[CH:4][C:3]=1[CH2:8][C:9]1[CH:15]=[CH:14][CH:13]=[CH:12][C:10]=1[N:11]1[CH:25]=[CH:24][N:23]=[CH:16]1. The reagents and catalysts are [Ti](Cl)(Cl)(Cl)Cl (titanium tetrachloride). The reactants are C1(=CC=CC=C1)C (Toluene), ice, C(C)(C)(C)OC(=O)N[C@@H]1CN(CCC1)CCOC(C(C)(C)C)=O (2,2-dimethylpropionic acid 2-((S)-3-tert-butoxycarbonylaminopiperidin-1-yl)ethyl ester), C(=O)(C(F)(F)F)O (TFA). The solvent is C(Cl)Cl (DCM). Conditions: time 2 hour. Yields the product N[C@@H]1CN(CCC1)CCOC(C(C)(C)C)=O (2,2-Dimethylpropionic acid 2-((S)-3-amino-piperidin-1-yl)ethyl ester). Isolated yield 88.8%. As a reaction SMILES: C(OC([NH:8][C@H:9]1[CH2:14][CH2:13][CH2:12][N:11]([CH2:15][CH2:16][O:17][C:18](=[O:23])[C:19]([CH3:22])([CH3:21])[CH3:20])[CH2:10]1)=O)(C)(C)C.C(O)(C(F)(F)F)=O.C1(C)C=CC=CC=1>C(Cl)Cl>[NH2:8][C@H:9]1[CH2:14][CH2:13][CH2:12][N:11]([CH2:15][CH2:16][O:17][C:18](=[O:23])[C:19]([CH3:21])([CH3:20])[CH3:22])[CH2:10]1. Procedure: To an ice-cooled solution of 2,2-dimethylpropionic acid 2-((S)-3-tert-butoxycarbonylaminopiperidin-1-yl)ethyl ester (2.54 g, 7.73 mmol) in DCM (80 mL) was added TFA (20 mL) and the mixture was stirred at RT for 2 h. Toluene was added and volatiles removed in vacuo. The resulting residue was dissolved in MeOH and loaded onto an Isolute® SCX-2 cartridge. The cartridge was washed with MeOH and the product was eluted with 1M NH3/MeOH. The product containing fractions were combined and concentrated i... Reactants: ClCCCCCBr, O=c1ccc2ccccc2[nH]1. Yields the product O=c1ccc2ccccc2n1CCCCCCl. Reaction SMILES: [Br:12][CH2:13][CH2:14][CH2:15][CH2:16][CH2:17][Cl:18].[nH:1]1[c:2](=[O:11])[cH:3][cH:4][c:5]2[cH:6][cH:7][cH:8][cH:9][c:10]12>>[n:1]1([CH2:13][CH2:14][CH2:15][CH2:16][CH2:17][Cl:18])[c:2](=[O:11])[cH:3][cH:4][c:5]2[cH:6][cH:7][cH:8][cH:9][c:10]12.